This data is from the Open Reaction Database (ORD), a public repository of structured organic reaction records. The task is: describe an organic reaction: reactants, conditions, products, and yield Starting materials: C(CCC)OC1=C(N(C(C2=CC(=C(C=C12)Cl)Cl)=O)CCC(=O)O)CN1C(C2=CC=CC=C2C1=O)=O (3-[4-butoxy-6,7-dichloro-3-[(1,3-dioxo-1,3-dihydro-2H-isoindol-2-yl)methyl]-1-oxo-2(1H)isoquinolinyl]propionic acid), N1CCCC1 (pyrrolidine), Cl.C(C)N=C=NCCCN(C)C (1-ethyl-3-(3-dimethylaminopropyl)carbodiimide hydrochloride), ON1N=NC2=C1C=CC=C2 (1-hydroxybenzotriazole). Solvent: CN(C=O)C (N,N-dimethylformamide), O (water). Product: C(CCC)OC1=C(N(C(C2=CC(=C(C=C12)Cl)Cl)=O)CCC(N1CCCC1)=O)CN1C(C2=CC=CC=C2C1=O)=O (2-[[4-butoxy-6,7-dichloro-1-oxo-2-[3-oxo-3-(1-pyrrolidinyl)propyl]-1,2-dihydro-3-isoquinolinyl]-methyl]-1H-isoindole-1,3(2H)-dione). Isolated yield 52.6%. Reaction SMILES: [CH2:1]([O:5][C:6]1[C:15]2[C:10](=[CH:11][C:12]([Cl:17])=[C:13]([Cl:16])[CH:14]=2)[C:9](=[O:18])[N:8]([CH2:19][CH2:20][C:21]([OH:23])=O)[C:7]=1[CH2:24][N:25]1[C:33](=[O:34])[C:32]2[C:27](=[CH:28][CH:29]=[CH:30][CH:31]=2)[C:26]1=[O:35])[CH2:2][CH2:3][CH3:4].[NH:36]1[CH2:40][CH2:39][CH2:38][CH2:37]1.Cl.C(N=C=NCCCN(C)C)C.ON1C2C=CC=CC=2N=N1>CN(C)C=O.O>[CH2:1]([O:5][C:6]1[C:15]2[C:10](=[CH:11][C:12]([Cl:17])=[C:13]([Cl:16])[CH:14]=2)[C:9](=[O:18])[N:8]([CH2:19][CH2:20][C:21](=[O:23])[N:36]2[CH2:40][CH2:39][CH2:38][CH2:37]2)[C:7]=1[CH2:24][N:25]1[C:26](=[O:35])[C:27]2[C:32](=[CH:31][CH:30]=[CH:29][CH:28]=2)[C:33]1=[O:34])[CH2:2][CH2:3][CH3:4] |f:2.3|. Reported procedure: A solution of 3-[4-butoxy-6,7-dichloro-3-[(1,3-dioxo-1,3-dihydro-2H-isoindol-2-yl)methyl]-1-oxo-2(1H)isoquinolinyl]propionic acid (1.03 g, 2.4 mmol), pyrrolidine (0.20 ml, 2.4 mmol), 1-ethyl-3-(3-dimethylaminopropyl)carbodiimide hydrochloride (0.46 g, 2.4 mmol) and 1-hydroxybenzotriazole (0.37 g, 2.4 mmol) in N,N-dimethylformamide (10 ml) was stirred at room temperature for 2 h. The reaction mixture was poured into water and extracted with ethyl acetate. The extract was washed with brine, dried ... The reactants are BrCCC=C(C1=CC=NC=C1)C1=CC=CC=C1 (1-Bromo-4-phenyl-4-(4-pyridyl)but-3-ene), N1CC(C(=O)OCC)CCC1 (ethyl nipecotate), C([O-])([O-])=O.[K+].[K+] (potassium carbonate). The solvent is CC(=O)C (acetone). Yields the product C1(=CC=CC=C1)C(=CCCN1CC(C(=O)OCC)CCC1)C1=CC=NC=C1 (N-(4-Phenyl-4-(4-pyridyl)but-3-en-1-yl)nipecotic acid, ethyl ester). Reaction SMILES: Br[CH2:2][CH2:3][CH:4]=[C:5]([C:12]1[CH:17]=[CH:16][CH:15]=[CH:14][CH:13]=1)[C:6]1[CH:11]=[CH:10][N:9]=[CH:8][CH:7]=1.[NH:18]1[CH2:28][CH2:27][CH2:26][CH:20]([C:21]([O:23][CH2:24][CH3:25])=[O:22])[CH2:19]1.C(=O)([O-])[O-].[K+].[K+]>CC(C)=O>[C:12]1([C:5]([C:6]2[CH:11]=[CH:10][N:9]=[CH:8][CH:7]=2)=[CH:4][CH2:3][CH2:2][N:18]2[CH2:28][CH2:27][CH2:26][CH:20]([C:21]([O:23][CH2:24][CH3:25])=[O:22])[CH2:19]2)[CH:17]=[CH:16][CH:15]=[CH:14][CH:13]=1 |f:2.3.4|. Procedure details: 1-Bromo-4-phenyl-4-(4-pyridyl)but-3-ene (1.0 g, 3.5 mmol), ethyl nipecotate (0.72 g, 4.6 mmol) and potassium carbonate (1.93 g, 14.0 mmol) in acetone (30 ml) were stirred at room temperature for 5 days. The reaction mixture was filtered, and evaporated to a residue which was purified by flash chromatography on silica gel (Merck Art 9385). Elution with dichloromethane/ethanol/25% ammonium solution (190:9:1) provided the title compound as an oil. T.l.c. rf=0.23 (SiO2, CH2Cl2 /EtOH/NH3 (190:9:1)). Reactants: NC(CO)(C)C (2-amino-2-methylpropan-1-ol), C(CCC)(=O)Cl (butyryl chloride). The product is OCC(C)(C)NC(CCC)=O (N-(1-hydroxy-2-methylpropan-2-yl)butyramide). The yield is 32.0%. RXN SMILES: [NH2:1][C:2]([CH3:6])([CH3:5])[CH2:3][OH:4].[C:7](Cl)(=[O:11])[CH2:8][CH2:9][CH3:10]>>[OH:4][CH2:3][C:2]([NH:1][C:7](=[O:11])[CH2:8][CH2:9][CH3:10])([CH3:6])[CH3:5]. Reported procedure: Prepared according to the literature (Boyd, R. N.; Hansen, R. H. J. Am. Chem. Soc. 1953, 75, 5896) from 2-amino-2-methylpropan-1-ol and butyryl chloride in 32% yield. MS 160 (MH+). Reactants: ClC1=C(C=C(C=C1)[C@@H](CN(C)C)N)C(F)(F)F ((S)-1-(4-Chloro-3-(trifluoromethyl)phenyl)-N2,N2-dimethylethane-1,2-diamine), OC=1C2=C(N=NN1)C(=CC=C2)C(=O)N (4-hydroxybenzo[d][1,2,3]triazine-8-carboxamide). Product: ClC1=C(C=C(C=C1)[C@@H](CN(C)C)NC=1C2=C(N=NN1)C(=CC=C2)C(=O)N)C(F)(F)F ((S)-4-((1-(4-chloro-3-(trifluoromethyl)phenyl)-2-(dimethylamino)ethyl)amino)benzo-[d][1,2,3]triazine-8-carboxamide). Reaction SMILES: [Cl:1][C:2]1[CH:7]=[CH:6][C:5]([C@H:8]([NH2:13])[CH2:9][N:10]([CH3:12])[CH3:11])=[CH:4][C:3]=1[C:14]([F:17])([F:16])[F:15].O[C:19]1[C:20]2[CH:28]=[CH:27][CH:26]=[C:25]([C:29]([NH2:31])=[O:30])[C:21]=2[N:22]=[N:23][N:24]=1>>[Cl:1][C:2]1[CH:7]=[CH:6][C:5]([C@H:8]([NH:13][C:19]2[C:20]3[CH:28]=[CH:27][CH:26]=[C:25]([C:29]([NH2:31])=[O:30])[C:21]=3[N:22]=[N:23][N:24]=2)[CH2:9][N:10]([CH3:11])[CH3:12])=[CH:4][C:3]=1[C:14]([F:15])([F:16])[F:17]. Procedure details: Compound 13 was prepared following general synthetic scheme 7 wherein (S)-1-(4-Chloro-3-(trifluoromethyl)phenyl)-N2,N2-dimethylethane-1,2-diamine was reacted with 4-hydroxybenzo[d][1,2,3]triazine-8-carboxamide to give the title compound. LC-MS [439 (M+1)], 1H NMR (400 MHz, DMSO-d6): δ 9.61 (brs, 1H), 9.23 (s, 1H), 9.17 (s, 1H), 8.58 (s, 2H), 8.19 (s, 1H), 8.08 (d, J=8.0 Hz, 2H), 7.92 (s, 1H), 7.78 (d, J=7.2 Hz, 1H), 6.34 (s, 1H), 3.83-3.63 (m, 2H), 2.91 (s, 6H). Reactants: N (ammonia), C(C)(=O)OC1=CC(=CC2=C1CC(C(O2)(C)C)CCC(=O)[O-])OC(C)CCCC2=CC=CC=C2 (3-[5-acetoxy-2,2-dimethyl-7-(5-phenyl-2-pentyloxy)-3,4-dihydro-2H-benzopyran-3-yl]propionate), N (ammonia). Solvent: CO (methanol). Reaction conditions: time 8 hour. Product: OC1=CC(=CC2=C1CC(C(O2)(C)C)CCC(=O)N)OC(C)CCCC2=CC=CC=C2 (3-[5-hydroxy-2,2-dimethyl-7-(5-phenyl-2-pentyloxy)-3,4-dihydro-2H-benzopyran-3-yl]propionamide). RXN SMILES: C([O:4][C:5]1[C:10]2[CH2:11][CH:12]([CH2:17][CH2:18][C:19]([O-])=[O:20])[C:13]([CH3:16])([CH3:15])[O:14][C:9]=2[CH:8]=[C:7]([O:22][CH:23]([CH2:25][CH2:26][CH2:27][C:28]2[CH:33]=[CH:32][CH:31]=[CH:30][CH:29]=2)[CH3:24])[CH:6]=1)(=O)C.[NH3:34]>CO>[OH:4][C:5]1[C:10]2[CH2:11][CH:12]([CH2:17][CH2:18][C:19]([NH2:34])=[O:20])[C:13]([CH3:16])([CH3:15])[O:14][C:9]=2[CH:8]=[C:7]([O:22][CH:23]([CH2:25][CH2:26][CH2:27][C:28]2[CH:33]=[CH:32][CH:31]=[CH:30][CH:29]=2)[CH3:24])[CH:6]=1. Procedure details: Methyl dl-3-[5-acetoxy-2,2-dimethyl-7-(5-phenyl-2-pentyloxy)-3,4-dihydro-2H-benzopyran-3-yl]propionate, 4.68 g (0.01 mole), is dissolved in methanol and anhydrous ammonia is passed through the mixture at room temperature. The resulting mixture is heated at reflux for two hours while passing ammonia through it. After standing overnight the volatiles are removed by evaporation and the residue purified by column chromatography on silica gel to provide dl-3-[5-hydroxy-2,2-dimethyl-7-(5-phenyl-2-pent... Starting materials: [BH4-], CCNc1ccccc1[N+](=O)[O-], CO, [Na+], C1CCOC1. Yields the product CCNc1ccccc1N. As a reaction SMILES: [BH4-:13].[CH2:1]([CH3:2])[NH:3][c:4]1[c:5]([N+:10]([O-:11])=[O:12])[cH:6][cH:7][cH:8][cH:9]1.[CH3:15][OH:16].[Na+:14].[O:17]1[CH2:18][CH2:19][CH2:20][CH2:21]1>>[CH2:1]([CH3:2])[NH:3][c:4]1[c:5]([NH2:10])[cH:6][cH:7][cH:8][cH:9]1.